describe an organic reaction: reactants, conditions, products, and yield From a dataset of the Open Reaction Database (ORD), a public repository of structured organic reaction records. Yields the product C(CC)C1=CC=C(C=C1)CCCCCCCC(=O)O (8-(p-Propylphenyl)octanoic acid). Procedure details: This compound was synthesized from 8-(p-propylphenyl)-7-octenoic acid (1.30 g, 5 mmol) and Pd/BaSO4 (130 mg) by a hydrogenation reaction. Crystallization (petroleum ether) afforded the product (1.25 g, 95%) as white crystals (mp 42-43° C.). IR: 3400-2500, 1705 cm-1 ; 1H-NMR: 0.95 (t, 3H), 1.45 (m, 12H), 2.50 (m, 6H), 7.05 (s, 4H), 11.40 (bs, 1H). Anal. Calcd. for C17H26O2 : C, 77.82, H, 9.99%; Found: C, 77.75, H, 10.04%. Reaction SMILES: [CH2:1]([C:4]1[CH:9]=[CH:8][C:7]([CH:10]=[CH:11][CH2:12][CH2:13][CH2:14][CH2:15][CH2:16][C:17]([OH:19])=[O:18])=[CH:6][CH:5]=1)[CH2:2][CH3:3]>[Pd].[O-]S([O-])(=O)=O.[Ba+2]>[CH2:1]([C:4]1[CH:9]=[CH:8][C:7]([CH2:10][CH2:11][CH2:12][CH2:13][CH2:14][CH2:15][CH2:16][C:17]([OH:19])=[O:18])=[CH:6][CH:5]=1)[CH2:2][CH3:3] |f:1.2.3|. The yield is 95.3%. The reactants are C(CC)C1=CC=C(C=C1)C=CCCCCCC(=O)O (8-(p-propylphenyl)-7-octenoic acid). The reagents and catalysts are [Pd].[O-]S(=O)(=O)[O-].[Ba+2] (Pd BaSO4). Yields the product COc1ccc(C(C)N2CCCC2c2cncc(C(=O)c3ccc(F)cc3)c2)cc1. The reactants are COc1ccc(C(C)N2CCCC2c2cncc(Br)c2)cc1, [Li]CCCC, CON(C)C(=O)c1ccc(F)cc1. Reaction SMILES: [Br:1][c:2]1[cH:3][n:4][cH:5][c:6]([CH:8]2[N:9]([CH:13]([CH3:14])[c:15]3[cH:16][cH:17][c:18]([O:21][CH3:22])[cH:19][cH:20]3)[CH2:10][CH2:11][CH2:12]2)[cH:7]1.[CH2:23]([Li:24])[CH2:25][CH2:26][CH3:27].[F:28][c:29]1[cH:30][cH:31][c:32]([C:33](=[O:34])[N:35]([O:36][CH3:37])[CH3:38])[cH:39][cH:40]1>>[c:2]1([C:33]([c:32]2[cH:31][cH:30][c:29]([F:28])[cH:40][cH:39]2)=[O:34])[cH:3][n:4][cH:5][c:6]([CH:8]2[N:9]([CH:13]([CH3:14])[c:15]3[cH:16][cH:17][c:18]([O:21][CH3:22])[cH:19][cH:20]3)[CH2:10][CH2:11][CH2:12]2)[cH:7]1. The reactants are BrC1=NSC(=N1)Cl (3-bromo-5-chloro-1,2,4-thiadiazole), N1CCC(CC1)NC(OCC(C)C)=O (isobutyl piperidin-4-ylcarbamate), CN(C)C=O (DMF). Run in O (water). Conditions: temperature 100 celsius. The product is BrC1=NSC(=N1)N1CCC(CC1)NC(OCC(C)C)=O (isobutyl 1-(3-bromo-1,2,4-thiadiazol-5-yl)piperidin-4-ylcarbamate). RXN SMILES: [Br:1][C:2]1[N:6]=[C:5](Cl)[S:4][N:3]=1.[NH:8]1[CH2:13][CH2:12][CH:11]([NH:14][C:15](=[O:21])[O:16][CH2:17][CH:18]([CH3:20])[CH3:19])[CH2:10][CH2:9]1.CN(C=O)C>O>[Br:1][C:2]1[N:6]=[C:5]([N:8]2[CH2:9][CH2:10][CH:11]([NH:14][C:15](=[O:21])[O:16][CH2:17][CH:18]([CH3:19])[CH3:20])[CH2:12][CH2:13]2)[S:4][N:3]=1. Reported procedure: A mixture of 3-bromo-5-chloro-1,2,4-thiadiazole (0.21 g, 1.1 mmol), isobutyl piperidin-4-ylcarbamate (0.23 g, 1.2 mmol), and DMF (2 mL) was sealed in a microwave vessel and heated by microwave irradiation at 100° C. for two minutes. The reaction was cooled to room temperature, diluted with water, and extracted with CH2Cl2. The combined extracts were washed with water, dried over Na2SO4, and concentrated under reduced pressure to yield isobutyl 1-(3-bromo-1,2,4-thiadiazol-5-yl)piperidin-4-ylcarba... Reactants: ClCCl (dichloromethane), N1CCC(CC1)OC(NC1=C(C=CC=C1)C1=CC=CC=C1)=O (biphenyl-2-ylcarbamic acid piperidin-4-yl ester), O1C(OCC1)C1=CC(=C(C=C1C)NC(C=C)=O)C (N-(4-[1,3]dioxolan-2-yl-2,5-dimethylphenyl)acrylamide). Run in C(C)O (Ethanol), C(C)O (Ethanol). Yields the product O1C(OCC1)C1=CC(=C(C=C1C)NC(=O)CCN1CCC(CC1)OC(NC1=C(C=CC=C1)C1=CC=CC=C1)=O)C (biphenyl-2-ylcarbamic acid 1-[2-(4-[1,3]dioxolan-2-yl-2,5-dimethylphenylcarbamoyl)ethyl]piperidin-4-yl ester). Isolated yield 82.8%. As a reaction SMILES: [NH:1]1[CH2:6][CH2:5][CH:4]([O:7][C:8](=[O:22])[NH:9][C:10]2[CH:15]=[CH:14][CH:13]=[CH:12][C:11]=2[C:16]2[CH:21]=[CH:20][CH:19]=[CH:18][CH:17]=2)[CH2:3][CH2:2]1.[O:23]1[CH2:27][CH2:26][O:25][CH:24]1[C:28]1[C:33]([CH3:34])=[CH:32][C:31]([NH:35][C:36](=[O:39])[CH:37]=[CH2:38])=[C:30]([CH3:40])[CH:29]=1.ClCCl>C(O)C>[O:23]1[CH2:27][CH2:26][O:25][CH:24]1[C:28]1[C:33]([CH3:34])=[CH:32][C:31]([NH:35][C:36]([CH2:37][CH2:38][N:1]2[CH2:2][CH2:3][CH:4]([O:7][C:8](=[O:22])[NH:9][C:10]3[CH:15]=[CH:14][CH:13]=[CH:12][C:11]=3[C:16]3[CH:21]=[CH:20][CH:19]=[CH:18][CH:17]=3)[CH2:5][CH2:6]2)=[O:39])=[C:30]([CH3:40])[CH:29]=1. Procedure: To a 500 mL round-bottom flask was added biphenyl-2-ylcarbamic acid piperidin-4-yl ester (17.0 g, 58 mmol) and N-(4-[1,3]dioxolan-2-yl-2,5-dimethylphenyl)acrylamide (13.1 g, 52.9 mmol). Ethanol (150 mL) and dichloromethane (150 mL) were added to form a slurry. The reaction mixture was heated at 50° C. to 55° C. for about 24 hours and then cooled to room temperature. Most of the solvent was removed on a rotary evaporator, resulting in a thick slurry. Ethanol (reagent grade) was added to form a to... Starting materials: C(#N)NC(=S)NC1=CC=CC=C1 (N-cyano-N'-phenylthiourea), C(#N)N=C(N[C@H]1[C@@H](C(OC2=C1C=C(C=C2)C#N)(C)C)O)NC2=CC=CC=C2 ((trans)-N"-Cyano-N-(6-cyano-3,4-dihydro-3-hydroxy-2,2-dimethyl-2H-1-benzopyran-4-yl)-N'-phenyl guanidine), C(C)(=O)C=1C=CC2=C(C(C(C(O2)(C)C)O)N)C1 (6-acetyl-3,4-dihydro-2,2-dimethyl-3-hydroxy-4-amino-2H-1-benzopyran), Cl.CN(CCCCCN=C=N)C (1-(3-dimethylaminopropyl)-2-ethylcarbodiimide hydrochloride). Solvent: CN(C=O)C (dimethylformamide). Run at time 2 hour. The product is C(C)(=O)C=1C=CC2=C([C@H]([C@@H](C(O2)(C)C)O)NC(=NC#N)NC2=CC=CC=C2)C1 (trans-N-(6-Acetyl-3,4-dihydro-3-hydroxy-2,2-dimethyl-2H-1-benzopyran-4-yl)-N"-cyano-N'-phenylguanidine). Reaction SMILES: [C:1]([NH:3][C:4]([NH:6][C:7]1[CH:12]=[CH:11][CH:10]=[CH:9][CH:8]=1)=S)#[N:2].C(N=C(NC1C=CC=CC=1)N[C@@H]1C2C=C(C#N)C=CC=2OC(C)(C)[C@H]1O)#N.[C:40]([C:43]1[CH:44]=[CH:45][C:46]2[O:51][C:50]([CH3:53])([CH3:52])[CH:49]([OH:54])[CH:48]([NH2:55])[C:47]=2[CH:56]=1)(=[O:42])[CH3:41].Cl.CN(C)CCCCCN=C=N>CN(C)C=O>[C:40]([C:43]1[CH:44]=[CH:45][C:46]2[O:51][C:50]([CH3:53])([CH3:52])[C@@H:49]([OH:54])[C@H:48]([NH:55][C:4]([NH:6][C:7]3[CH:12]=[CH:11][CH:10]=[CH:9][CH:8]=3)=[N:3][C:1]#[N:2])[C:47]=2[CH:56]=1)(=[O:42])[CH3:41] |f:3.4|. Procedure: The solution of N-cyano-N'-phenylthiourea (0.98 g, 5.5 mmol, compound of Example 3, part A) and 6-acetyl-3,4-dihydro-2,2-dimethyl-3-hydroxy-4-amino-2H-1-benzopyran (1.0 g, 4.25 mmol, prepared according to Evans et al., J. Med. Chem., 1983, 26, 1582 and J. Med. Chem., 1986, 29, 2194) in dimethylformamide (6 ml) under argon was treated with 1-(3-dimethylaminopropyl)-2-ethylcarbodiimide hydrochloride (1.1 g, 5.5 mmol). The reaction was stirred at room temperature for 2 hours and then partitioned be... Reactants: BrCCCBr, [Li]CCCC, CC(C)S(=O)(=O)c1ccccc1, C1CCOC1. The product is CC(C)(CCCBr)S(=O)(=O)c1ccccc1. Reaction SMILES: [Br:18][CH2:19][CH2:20][CH2:21][Br:22].[CH2:1]([Li:2])[CH2:3][CH2:4][CH3:5].[CH:6]([CH3:7])([CH3:8])[S:9](=[O:10])(=[O:11])[c:12]1[cH:13][cH:14][cH:15][cH:16][cH:17]1.[O:23]1[CH2:24][CH2:25][CH2:26][CH2:27]1>>[C:6]([CH3:7])([CH3:8])([S:9](=[O:10])(=[O:11])[c:12]1[cH:13][cH:14][cH:15][cH:16][cH:17]1)[CH2:21][CH2:20][CH2:19][Br:18].